From a dataset of the Open Reaction Database (ORD), a public repository of structured organic reaction records. describe an organic reaction: reactants, conditions, products, and yield The reactants are [H-].[Na+] (NaH), PO4 methanol, [Na] (sodium), N1C=CC=C1 (pyrrole), C(C)[Al](CC)CC (Triethylaluminum), AlPO4, [Na] (sodium), CC=1NC(=CC1)C (2,5-dimethylpyrrole), NH4HF2. The solvent is C(OC)COC (dimethoxyethane), O1CCCC1 (tetrahydrofuran), O1CCCC1 (tetrahydrofuran), CO (methanol). Run at time 3 hour. The product is CC=1[N-]C(=CC1)C.[Na+] (Sodium 2,5-dimethylpyrrolide), [N-]1C=CC=C1.[Na+] (Sodium pyrrolide), Fluorided-alumina. As a reaction SMILES: [CH3:1][C:2]1[NH:3][C:4]([CH3:7])=[CH:5][CH:6]=1.[Na].[NH:9]1[CH:13]=[CH:12][CH:11]=[CH:10]1.[H-].[Na+:15].C([Al](CC)CC)C>C(COC)OC.O1CCCC1.CO>[CH3:1][C:2]1[N-:3][C:4]([CH3:7])=[CH:5][CH:6]=1.[Na+:15].[N-:9]1[CH:13]=[CH:12][CH:11]=[CH:10]1.[Na+:15] |f:3.4,9.10,11.12,^1:7|. Procedure: Manipulations of all reactants were carried out either in a drybox employing nitrogen, or in airless glassware employing vacuum or nitrogen. Tetrahydrofuran (THF), toluene, benzene, diethylbenzene (Aldrich, 97% mixture of 1,2-, 1,3-, 1,4- Isomers) and pentane were purified by distillation over sodium-benzophenone ketyl under nitrogen, then degassed via a nitrogen purge. Dimethoxyethane (DME) (Aldrich, anhydrous) was degassed via nitrogen purge and used without further purification. Pyrrole (Aldr... The reactants are CCOC(=O)c1cc(OCc2cc(F)cc(C(F)(F)F)c2)n(CC(=O)O)n1, NC1CCCCC1OCc1ccccc1, C1CCOC1, On1nnc2ccccc21. The product is CCOC(=O)c1cc(OCc2cc(F)cc(C(F)(F)F)c2)n(CC(=O)NC2CCCCC2OCc2ccccc2)n1. As a reaction SMILES: [CH2:1]([CH3:2])[O:3][C:4](=[O:5])[c:6]1[n:7][n:8]([CH2:24][C:25](=[O:26])[OH:27])[c:9]([O:11][CH2:12][c:13]2[cH:14][c:15]([F:23])[cH:16][c:17]([C:19]([F:20])([F:21])[F:22])[cH:18]2)[cH:10]1.[CH2:28]([c:29]1[cH:30][cH:31][cH:32][cH:33][cH:34]1)[O:35][CH:36]1[CH:37]([NH2:42])[CH2:38][CH2:39][CH2:40][CH2:41]1.[O:53]1[CH2:54][CH2:55][CH2:56][CH2:57]1.[OH:43][n:44]1[c:45]2[cH:46][cH:47][cH:48][cH:49][c:50]2[n:51][n:52]1>>[CH2:1]([CH3:2])[O:3][C:4](=[O:5])[c:6]1[n:7][n:8]([CH2:24][C:25](=[O:26])[NH:42][CH:37]2[CH:36]([O:35][CH2:28][c:29]3[cH:30][cH:31][cH:32][cH:33][cH:34]3)[CH2:41][CH2:40][CH2:39][CH2:38]2)[c:9]([O:11][CH2:12][c:13]2[cH:14][c:15]([F:23])[cH:16][c:17]([C:19]([F:20])([F:21])[F:22])[cH:18]2)[cH:10]1. Reactants: C(Cl)C1CO1 (epichlorohydrin), C1(CCCCC1)OCCC1=CC=C(C=C1)O (4-(2-cyclohexyloxyethyl)-phenol), 3.04, [OH-].[Na+] (sodium hydroxide). Run in O (water). Run at time 16 hour. The product is C1(CCCCC1)OCCC1=CC=C(OCC2CO2)C=C1 (3-[4-(2-Cyclohexyloxyethyl)-phenoxy]-1,2-epoxypropane). Reaction SMILES: [CH:1]1([O:7][CH2:8][CH2:9][C:10]2[CH:15]=[CH:14][C:13]([OH:16])=[CH:12][CH:11]=2)[CH2:6][CH2:5][CH2:4][CH2:3][CH2:2]1.[OH-].[Na+].[CH2:19]([CH:21]1[O:23][CH2:22]1)Cl>O>[CH:1]1([O:7][CH2:8][CH2:9][C:10]2[CH:11]=[CH:12][C:13]([O:16][CH2:19][CH:21]3[O:23][CH2:22]3)=[CH:14][CH:15]=2)[CH2:6][CH2:5][CH2:4][CH2:3][CH2:2]1 |f:1.2|. Procedure: 13.3 g (0.06 mol) of 4-(2-cyclohexyloxyethyl)-phenol, 3.04 (0.076 mol) of sodium hydroxide pellets and 50 cc of water are introduced into a round-bottomed flask. The mixture is stirred at ambient temperature and, when the solution has become homogeneous, 18.6 g (16 cc, 0.2 mol) of epichlorohydrin are introduced. The stirring is continued at ambient temperature for 16 hours. Extraction is carried out with diethyl ether and the organic phase is washed with water. It is dried over magnesium sulphat... Reactants: [OH-].[K+] (potassium hydroxide), COC(C(CC1=CC=C(C=C1)O)NC(=CC(C=1C=NC=CC1)=O)C)=O (2-[1-methyl-3-oxo-3-(3-pyridyl)-propenylamino]-3-(4-hydroxyphenyl)-propionic acid methyl ester), BrCCBr (1,2-dibromoethane). Solvent: C(C)O (ethanol). Product: COC(C(CC1=CC=C(C=C1)OCCBr)NC(=CC(C=1C=NC=CC1)=O)C)=O (2-[1-methyl-3-oxo-3-(3-pyridyl)-propenylamino]-3-[4-(2-bromoethoxy)-phenyl]-propionic acid methyl ester). Yield: 15.2%. Reaction SMILES: [OH-].[K+].[CH3:3][O:4][C:5](=[O:27])[CH:6]([NH:15][C:16]([CH3:26])=[CH:17][C:18](=[O:25])[C:19]1[CH:20]=[N:21][CH:22]=[CH:23][CH:24]=1)[CH2:7][C:8]1[CH:13]=[CH:12][C:11]([OH:14])=[CH:10][CH:9]=1.[Br:28][CH2:29][CH2:30]Br>C(O)C>[CH3:3][O:4][C:5](=[O:27])[CH:6]([NH:15][C:16]([CH3:26])=[CH:17][C:18](=[O:25])[C:19]1[CH:20]=[N:21][CH:22]=[CH:23][CH:24]=1)[CH2:7][C:8]1[CH:13]=[CH:12][C:11]([O:14][CH2:30][CH2:29][Br:28])=[CH:10][CH:9]=1 |f:0.1|. Procedure details: To a solution of potassium hydroxide (0.17 g, 2.95 mmol) in ethanol (20 ml) is added 2-[1-methyl-3-oxo-3-(3-pyridyl)-propenylamino]-3-(4-hydroxyphenyl)-propionic acid methyl ester (1.00 g, 2.95 mmol) and 1,2-dibromoethane (5.54 g, 29.50 mmol). Then the mixture is heated to reflux for 8 hours. After cooled, the reaction mixture is filtered to remove the solid formed, and then the filtrate is evaporated under a vacuum. The crude product is purified by silica gel chromatography using hexane/EtOAc (...